This data is from the Open Reaction Database (ORD), a public repository of structured organic reaction records. The task is: describe an organic reaction: reactants, conditions, products, and yield Starting materials: [Na] (Sodium), CO (methanol), S1C(SC=C1)=C(C(=O)OCC)C(N(CCC(=O)OC)CC=1C=NC=CC1)=O (ethyl 2-(1,3-dithiol-2-ylidene)-2-[N-(3-pyridylmethyl)-N-(methoxycarbonylethyl)carbamoyl]acetate). Run in C1=CC=CC=C1 (benzene). The product is N1=CC(=CC=C1)CN1CC(C(C(C1=O)=C1SC=CS1)=O)C(=O)OC (methyl 1-(3-pyridylmethyl)-5-(1,3-dithiol-2-ylidene)-4,6-dioxopiperidine-3-carboxylate). Isolated yield 51.0%. Reaction SMILES: [Na].CO.[S:4]1[CH:8]=[CH:7][S:6][C:5]1=[C:9]([C:15](=[O:30])[N:16]([CH2:23][C:24]1[CH:25]=[N:26][CH:27]=[CH:28][CH:29]=1)[CH2:17][CH2:18][C:19]([O:21][CH3:22])=[O:20])[C:10](OCC)=[O:11]>C1C=CC=CC=1>[N:26]1[CH:27]=[CH:28][CH:29]=[C:24]([CH2:23][N:16]2[C:15](=[O:30])[C:9](=[C:5]3[S:4][CH:8]=[CH:7][S:6]3)[C:10](=[O:11])[CH:18]([C:19]([O:21][CH3:22])=[O:20])[CH2:17]2)[CH:25]=1 |^1:0|. Procedure: Sodium (156 mg) is added to methanol (5ml) and thereto is added a solution of ethyl 2-(1,3-dithiol-2-ylidene)-2-[N-(3-pyridylmethyl)-N-(methoxycarbonylethyl)carbamoyl]acetate (2.21 g) in benzene (35 ml). The mixture is refluxed for 3 hours, and distilled to remove the solvent. The residue is dissolved in ethyl acetate, and the solution is washed with water, dried and then distilled to remove the solvent. The residue is recrystallized from a mixture of ethyl acetate and n-hexane to give methyl 1-... The reactants are [Br-], COC(=O)CC(C)=O, CC(=O)[O-], CCCC[N+](CCCC)(CCCC)CCCC, Cc1ccccc1, O=CCCSc1ccc(C(F)(F)F)cc1, [Na+], [Na+], [OH-], O, O=S(=O)(O)O. The product is CC(=O)CC(O)CCSc1ccc(C(F)(F)F)cc1. RXN SMILES: [Br-:37].[C:1]([CH2:2][C:3](=[O:4])[CH3:5])([O:6][CH3:7])=[O:8].[CH3:17][C:18](=[O:19])[O-:20].[CH3:38][CH2:39][CH2:40][CH2:41][N+:42]([CH2:43][CH2:44][CH2:45][CH3:46])([CH2:47][CH2:48][CH2:49][CH3:50])[CH2:51][CH2:52][CH2:53][CH3:54].[CH3:55][c:56]1[cH:57][cH:58][cH:59][cH:60][cH:61]1.[F:21][C:22]([c:23]1[cH:24][cH:25][c:26]([S:29][CH2:30][CH2:31][CH:32]=[O:33])[cH:27][cH:28]1)([F:34])[F:35].[Na+:10].[Na+:16].[OH-:9].[OH2:36].[S:11](=[O:12])(=[O:13])([OH:14])[OH:15]>>[CH2:2]([C:3](=[O:4])[CH3:5])[CH:32]([CH2:31][CH2:30][S:29][c:26]1[cH:25][cH:24][c:23]([C:22]([F:21])([F:34])[F:35])[cH:28][cH:27]1)[OH:33].